This data is from the Open Reaction Database (ORD), a public repository of structured organic reaction records. The task is: describe an organic reaction: reactants, conditions, products, and yield The reactants are OC1=CC=C2C=NN(C2=C1[N+](=O)[O-])C[C@H](C)NC(OCC1=CC=CC=C1)=O (Benzyl (S)-2-(6-hydroxy-7-nitro-1H-indazol-1-yl)-1-methylethylcarbamate), C(C)(=O)O (acetic acid). The reagents and catalysts are [Fe] (iron). The solvent is O (water). Conditions: time 1 hour. Yields the product NC=1C(=CC=C2C=NN(C12)C[C@H](C)NC(OCC1=CC=CC=C1)=O)O (Benzyl (S)-2-(7-amino-6-hydroxy-1H-indazol-1-yl)-1-methylethylcarbamate). Reaction SMILES: [OH:1][C:2]1[C:10]([N+:11]([O-])=O)=[C:9]2[C:5]([CH:6]=[N:7][N:8]2[CH2:14][C@@H:15]([NH:17][C:18](=[O:27])[O:19][CH2:20][C:21]2[CH:26]=[CH:25][CH:24]=[CH:23][CH:22]=2)[CH3:16])=[CH:4][CH:3]=1.C(O)(=O)C>[Fe].O>[NH2:11][C:10]1[C:2]([OH:1])=[CH:3][CH:4]=[C:5]2[C:9]=1[N:8]([CH2:14][C@@H:15]([NH:17][C:18](=[O:27])[O:19][CH2:20][C:21]1[CH:22]=[CH:23][CH:24]=[CH:25][CH:26]=1)[CH3:16])[N:7]=[CH:6]2. Procedure: The product from Step C (0.20 g, 0.54 mmol) was combined with acetic acid (5 mL), water (5 mL), and iron powder (0.30 g mmol) and stirred at room temperature for 1 h. The reaction mixture was filtered and evaporated to a dark oil (0.47 g) which was was used in the next reaction: LC/MS m/z 341. Reactants: Br, ClC(Cl)Cl, CC(=O)C1CCC2C3CCC4CC5OC5CC4(C)C3C(=O)CC12C. Product: CC(=O)C1CCC2C3CCC4CC(O)C(Br)CC4(C)C3C(=O)CC12C. As a reaction SMILES: [BrH:25].[CH:26]([Cl:27])([Cl:28])[Cl:29].[O:1]1[CH:2]2[CH:3]1[CH2:4][CH:5]1[CH2:6][CH2:7][CH:8]3[CH:9]4[CH2:10][CH2:11][CH:12]([C:13]([CH3:14])=[O:15])[C:16]4([CH3:24])[CH2:17][C:18](=[O:23])[CH:19]3[C:20]1([CH3:22])[CH2:21]2>>[OH:1][CH:3]1[CH:2]([Br:25])[CH2:21][C:20]2([CH3:22])[CH:5]([CH2:4]1)[CH2:6][CH2:7][CH:8]1[CH:9]3[CH2:10][CH2:11][CH:12]([C:13]([CH3:14])=[O:15])[C:16]3([CH3:24])[CH2:17][C:18](=[O:23])[CH:19]12. The reactants are ClC1=CC=C(C=C1)C1=NC=2N(C(=C1)C1CC1)N=CC2C(=O)O (5-(4-chloro-phenyl)-7-cyclopropyl-pyrazolo[1,5-a]pyrimidine-3-carboxylic acid), ONC(=N)C=1SC(=CC1)S(N)(=O)=O (N-hydroxy-5-sulfamoyl-thiophene-2-carboxamidine). Product: ClC1=CC=C(C=C1)C1=NC=2N(C(=C1)C1CC1)N=CC2C2=NC(=NO2)C2=CC=C(S2)S(=O)(=O)N (5-{5-[5-(4-Chloro-phenyl)-7-cyclopropyl-pyrazolo[1,5-a]pyrimidin-3-yl]-[1,2,4]oxadiazol-3-yl}-thiophene-2-sulfonic acid amide). Reaction SMILES: [Cl:1][C:2]1[CH:7]=[CH:6][C:5]([C:8]2[CH:13]=[C:12]([CH:14]3[CH2:16][CH2:15]3)[N:11]3[N:17]=[CH:18][C:19]([C:20](O)=[O:21])=[C:10]3[N:9]=2)=[CH:4][CH:3]=1.O[NH:24][C:25]([C:27]1[S:28][C:29]([S:32](=[O:35])(=[O:34])[NH2:33])=[CH:30][CH:31]=1)=[NH:26]>>[Cl:1][C:2]1[CH:3]=[CH:4][C:5]([C:8]2[CH:13]=[C:12]([CH:14]3[CH2:15][CH2:16]3)[N:11]3[N:17]=[CH:18][C:19]([C:20]4[O:21][N:26]=[C:25]([C:27]5[S:28][C:29]([S:32]([NH2:33])(=[O:35])=[O:34])=[CH:30][CH:31]=5)[N:24]=4)=[C:10]3[N:9]=2)=[CH:6][CH:7]=1. Procedure: The title compound was prepared from 5-(4-chloro-phenyl)-7-cyclopropyl-pyrazolo[1,5-a]pyrimidine-3-carboxylic acid (example C.28) (157 mg, 0.5 mmol) and N-hydroxy-5-sulfamoyl-thiophene-2-carboxamidine (example B.2) (166 mg, 0.75 mmol) according to general procedure II. Obtained after purification by flash chromatography (ethyl acetate/heptane) and crystallization (ethyl acetate/dichloromethane) as a light brown solid (130 mg, 52%). MS (EI) 498.1 [(M)+]; mp 294° C. The reactants are C(C1=CC=CC=C1)OC(=O)N1C(=NC(C1)=O)N (2-amino-4-oxo-4,5-dihydro-imidazole-1-carboxylic acid benzyl ester), FC(C1=C(CBr)C=CC(=C1)C(F)(F)F)(F)F (2,4-bis-trifluoromethyl-benzylbromide), C(=O)([O-])[O-].[K+].[K+] (K2CO3). Run in C(C)#N (acetonitrile). Yields the product C(C1=CC=CC=C1)OC(=O)N1C(=NC(C1)=O)NCC1=C(C=C(C=C1)C(F)(F)F)C(F)(F)F (2-(2,4-bis-trifluoromethyl-benzylamino)-4-oxo-4,5-dihydro-imidazole-1-carboxylic acid benzyl ester). Isolated yield 52.2%. As a reaction SMILES: [CH2:1]([O:8][C:9]([N:11]1[CH2:15][C:14](=[O:16])[N:13]=[C:12]1[NH2:17])=[O:10])[C:2]1[CH:7]=[CH:6][CH:5]=[CH:4][CH:3]=1.[F:18][C:19]([F:33])([F:32])[C:20]1[CH:27]=[C:26]([C:28]([F:31])([F:30])[F:29])[CH:25]=[CH:24][C:21]=1[CH2:22]Br.C([O-])([O-])=O.[K+].[K+]>C(#N)C>[CH2:1]([O:8][C:9]([N:11]1[CH2:15][C:14](=[O:16])[N:13]=[C:12]1[NH:17][CH2:22][C:21]1[CH:24]=[CH:25][C:26]([C:28]([F:31])([F:30])[F:29])=[CH:27][C:20]=1[C:19]([F:18])([F:32])[F:33])=[O:10])[C:2]1[CH:7]=[CH:6][CH:5]=[CH:4][CH:3]=1 |f:2.3.4|. Procedure: A suspension of 2-amino-4-oxo-4,5-dihydro-imidazole-1-carboxylic acid benzyl ester (93.2 mg, 0.40 mmol), 2,4-bis-trifluoromethyl-benzylbromide (126.6 mg, 0.40 mmol) and K2CO3 (83.01 mg, 0.60 mmol) in acetonitrile (10 mL) was heated to reflux under argon for 1 hr. Cooled to r.t. and the reaction mixture was partitioned between EtOAc and water. The organic layer was dried over Na2SO4 and concentrated to give a residue which was triturated with EtOAc and filtered to give 2-(2,4-bis-trifluoromethyl-...